Dataset: the Open Reaction Database (ORD), a public repository of structured organic reaction records. Task: describe an organic reaction: reactants, conditions, products, and yield The reactants are C(CC(O)(C(=O)O)CC(=O)O)(=O)O (citric acid), C(CCC)[Li].CCCCCC (normal butyllithium normal hexane), Cl (hydrochloric acid), O=C1N(CCC1)C(=O)OCC=C (allyl 2-oxopyrrolidine-1-carboxylate), COCC(=O)Cl (methoxyacetic acid chloride), NC1=CC=CC=C1 (aniline), O.C1(=CC=C(C=C1)S(=O)(=O)O)C (p-toluenesulfonic acid monohydrate). Solvent: C1(=CC=CC=C1)C (toluene), O1CCCC1 (tetrahydrofuran), O1CCCC1 (tetrahydrofuran), C1(=CC=CC=C1)C (toluene), O (water), O1CCCC1 (tetrahydrofuran), C1CCCCC1 (cyclohexane), C1(=CC=CC=C1)C (Toluene). Conditions: temperature -70 celsius, time 30 minute. Yields the product COCC(NC1=CC=CC=C1)=C1C(N(CC1)C(=O)OCC=C)=O (allyl 3-(2-methoxy-1-(phenylamino)ethylidene)-2-oxopyrrolidine-1-carboxylate). Isolated yield 17.2%. RXN SMILES: C([Li])CCC.CCCCCC.[O:12]=[C:13]1[CH2:17][CH2:16][CH2:15][N:14]1[C:18]([O:20][CH2:21][CH:22]=[CH2:23])=[O:19].[CH3:24][O:25][CH2:26][C:27](Cl)=O.Cl.[NH2:31][C:32]1[CH:37]=[CH:36][CH:35]=[CH:34][CH:33]=1.O.C1(C)C=CC(S(O)(=O)=O)=CC=1.C(O)(=O)CC(CC(O)=O)(C(O)=O)O>O1CCCC1.C1(C)C=CC=CC=1.C1CCCCC1.O>[CH3:24][O:25][CH2:26][C:27](=[C:17]1[CH2:16][CH2:15][N:14]([C:18]([O:20][CH2:21][CH:22]=[CH2:23])=[O:19])[C:13]1=[O:12])[NH:31][C:32]1[CH:37]=[CH:36][CH:35]=[CH:34][CH:33]=1 |f:0.1,6.7|. Procedure: Under a nitrogen stream, into a 500 mL four-mouthed flask were added 1,1,1,3,3,3-hexamethyldisilasane (25.83 g) [mw. 161.39, 160 mmol, 1.8 eq.] and tetrahydrofuran (78 mL), and the mixture was dissolved. After cooling to −70° C., 1.6 mol/L normal butyllithium/normal hexane solution (100 mL) [160 mmol, 1.8 eq.] was added within the range of −70-−60° C. After stirring at the same temperature for 30 min, a solution (20 mL) of allyl 2-oxopyrrolidine-1-carboxylate (15.04 g) [mw. 169.18, 90 mmol] in t... The reactants are cyclic carbonic esters, glycol, C(OCC)(OCC)=O (diethyl carbonate). Reagents/catalysts: [OH-].[Na+] (sodium hydroxide). Solvent: C(CO)O (ethylene glycol). Product: C1(OCCO1)=O (ethylene carbonate), C(OCC)(OCC)=O (diethyl carbonate). RXN SMILES: [C:1](=[O:8])([O:5][CH2:6][CH3:7])[O:2][CH2:3][CH3:4]>[OH-].[Na+].C(O)CO>[C:1]1(=[O:8])[O:2][CH2:7][CH2:6][O:5]1.[C:1](=[O:8])([O:5][CH2:6][CH3:7])[O:2][CH2:3][CH3:4] |f:1.2|. Procedure: U.S. Pat. No. 3,426,042 discloses a process of synthesis of cyclic carbonic esters from glycol and diethyl carbonate using sodium hydroxide as a catalyst. But this literature fails to refer to its yield, not describing in further detail. Further, Journal of American Chemical Society, vol. 68 (1946), p.783 discloses a process in which ethylene carbonate is formed from ethylene glycol and diethyl carbonate using potassium carbonate as a catalyst and from which a cyclic carbonic ester is isolated b... Solvent: CN(C)C=O (DMF). Yields the product FC1=CC=C(C=C1)C[C@@H](C(=O)NC1=CC(=NN1C)C1=CC=NC=C1)NCC(=O)OCC (Ethyl 2-((S)-3-(4-fluorophenyl)-1-(1-methyl-3-(pyridin-4-yl)-1H-pyrazol-5-ylamino)-1-oxopropan-2-ylamino)acetate). Reactants: N[C@H](C(=O)NC1=CC(=NN1C)C1=CC=NC=C1)CC1=CC=C(C=C1)F ((S)-2-Amino-3-(4-fluorophenyl)-N-(1-methyl-3-(pyridin-4-yl)-1H-pyrazol-5-yl)propanamide), [Cl-].[NH4+] (ammonium chloride), CCN(C(C)C)C(C)C (DIEA), BrCC(=O)OCC (ethyl bromoacetate). Run at temperature 0 celsius, time 8 hour. Yield: 49.0%. Procedure details: 103.1.B (905 mg, 2.65 mmole), 5 ml of DMF and 0.69 ml of DIEA. The reaction mixture was cooled to 0° C., and then ethyl bromoacetate (0.49 g, 2.92 mmole) was added to the mixture. The reaction was stirred at room temperature overnight. After then, the solution was poured into saturated ammonium chloride, and extracted with ethyl acetate. The organic layer was washed with water and brine, and dried over anhydrous sodium sulfate. After concentration in vacuo, the residue was chromatographed on sil... RXN SMILES: [NH2:1][C@@H:2]([CH2:18][C:19]1[CH:24]=[CH:23][C:22]([F:25])=[CH:21][CH:20]=1)[C:3]([NH:5][C:6]1[N:10]([CH3:11])[N:9]=[C:8]([C:12]2[CH:17]=[CH:16][N:15]=[CH:14][CH:13]=2)[CH:7]=1)=[O:4].CCN(C(C)C)C(C)C.Br[CH2:36][C:37]([O:39][CH2:40][CH3:41])=[O:38].[Cl-].[NH4+]>CN(C=O)C>[F:25][C:22]1[CH:21]=[CH:20][C:19]([CH2:18][C@H:2]([NH:1][CH2:36][C:37]([O:39][CH2:40][CH3:41])=[O:38])[C:3]([NH:5][C:6]2[N:10]([CH3:11])[N:9]=[C:8]([C:12]3[CH:17]=[CH:16][N:15]=[CH:14][CH:13]=3)[CH:7]=2)=[O:4])=[CH:24][CH:23]=1 |f:3.4|. RXN SMILES: [CH3:1][O:2][C:3]1[CH:4]=[C:5]([CH:8]=[CH:9][CH:10]=1)[CH2:6]Cl.[CH3:11][NH:12][CH:13](O)[CH3:14].[OH-:16].[Na+]>C1C=CC=CC=1>[OH:16][CH2:14][CH2:13][N:12]([CH2:6][C:5]1[CH:8]=[CH:9][CH:10]=[C:3]([O:2][CH3:1])[CH:4]=1)[CH3:11] |f:2.3|. Solvent: C1=CC=CC=C1 (benzene). The reactants are COC=1C=C(CCl)C=CC1 (m-Methoxybenzyl chloride), CNC(C)O (methylaminoethanol), [OH-].[Na+] (sodium hydroxide). Procedure details: m-Methoxybenzyl chloride (25 g.) was added slowly to a hot stirred solution of methylaminoethanol (31 g.) in benzene (63 ml.). After heating on a steam-bath for 1 hour, the resulting mixture was cooled and treated with 5N-sodium hydroxide (50 ml.). The aqueous layer was separated and extracted with ether (100 ml.). The combined organic layers were washed with water, dried over anhydrous potassium carbonate, filtered and evaporated. The residue was distilled in vacuo to give N-2-hydroxyethyl-N-m-... The product is OCCN(C)CC1=CC(=CC=C1)OC (N-2-hydroxyethyl-N-m-methoxybenzyl-N-methylamine). Reactants: N(C(=N)N)C=1SC=C(N1)CSCCN (2-(2-guanidino-4-thiazolylmethylthio)ethylamine), CSC=1NCC(CC1[N+](=O)[O-])CCC1=CC=CC=C1 (2-methylthio-3-nitro-5-(2-phenylethyl)-1,4,5,6-tetrahydropyridine). The product is N(C(=N)N)C=1SC=C(N1)CSCCNC=1NCC(CC1[N+](=O)[O-])CCC1=CC=CC=C1 (2-[2-(2-Guanidino-4-thiazolylmethylthio)ethylamino-]-3-nitro-5-(2-phenylethyl)-1,4,5,6-tetrahydropyridine). RXN SMILES: [NH:1]([C:5]1[S:6][CH:7]=[C:8]([CH2:10][S:11][CH2:12][CH2:13][NH2:14])[N:9]=1)[C:2]([NH2:4])=[NH:3].CS[C:17]1[NH:18][CH2:19][CH:20]([CH2:26][CH2:27][C:28]2[CH:33]=[CH:32][CH:31]=[CH:30][CH:29]=2)[CH2:21][C:22]=1[N+:23]([O-:25])=[O:24]>>[NH:1]([C:5]1[S:6][CH:7]=[C:8]([CH2:10][S:11][CH2:12][CH2:13][NH:14][C:17]2[NH:18][CH2:19][CH:20]([CH2:26][CH2:27][C:28]3[CH:33]=[CH:32][CH:31]=[CH:30][CH:29]=3)[CH2:21][C:22]=2[N+:23]([O-:25])=[O:24])[N:9]=1)[C:2]([NH2:4])=[NH:3]. Reported procedure: The title compound is prepared from 2-(2-guanidino-4-thiazolylmethylthio)ethylamine and 2-methylthio-3-nitro-5-(2-phenylethyl)-1,4,5,6-tetrahydropyridine by a process analogous to that given in Example 1. The reactants are SC(C(=O)NC1(CCCC1)C(=O)NC(C(=O)O)CC1=CC=C(C=C1)C1=CC=C(C=C1)SC)CC(C)C (2-{[1-(2-mercapto-4-methyl-pentanoylamino)-cyclopentanecarbonyl]-amino}-3-(4′-methylthio-biphenyl-4-yl)-propionic acid), CSC1=CC=C(C=C1)B(O)O (4-methylthiophenyl-boronic acid). Product: SC(C(=O)NC1(CCCC1)C(=O)NC(C(=O)O)CC1(CC=C(C=C1)C1=CC=CC=C1)C1=CC=CC2=CC=CC=C12)CC(C)C (2-{[1-(2-Mercapto-4-methyl-pentanoylamino)-cyclopentanecarbonyl]-amino}-3-(4-naphthalen-1-yl-biphenyl-4-yl)-propionic acid). RXN SMILES: [SH:1][CH:2]([CH2:33][CH:34]([CH3:36])[CH3:35])[C:3]([NH:5][C:6]1([C:11]([NH:13][CH:14]([CH2:18][C:19]2[CH:24]=[CH:23][C:22]([C:25]3[CH:30]=[CH:29][C:28](SC)=[CH:27][CH:26]=3)=[CH:21][CH:20]=2)[C:15]([OH:17])=[O:16])=[O:12])[CH2:10][CH2:9][CH2:8][CH2:7]1)=[O:4].CS[C:39]1[CH:44]=[CH:43][C:42](B(O)O)=[CH:41][CH:40]=1>>[SH:1][CH:2]([CH2:33][CH:34]([CH3:35])[CH3:36])[C:3]([NH:5][C:6]1([C:11]([NH:13][CH:14]([CH2:18][C:19]2([C:41]3[C:40]4[C:39](=[CH:3][CH:2]=[CH:33][CH:34]=4)[CH:44]=[CH:43][CH:42]=3)[CH:24]=[CH:23][C:22]([C:25]3[CH:26]=[CH:27][CH:28]=[CH:29][CH:30]=3)=[CH:21][CH2:20]2)[C:15]([OH:17])=[O:16])=[O:12])[CH2:10][CH2:9][CH2:8][CH2:7]1)=[O:4]. Procedure: 2-{[1-(2-mercapto-4-methyl-pentanoylamino)-cyclopentanecarbonyl]-amino}-3-(4′-methylthio-biphenyl-4-yl)-propionic acid (from 4-methylthiophenyl-boronic acid; mp 187-189° C. The reactants are C(=O)C=1C=C(C=CC1)C(SCCC(=O)OC)SCCC(N(C)C)=O ((-)-methyl 5-(3-formylphenyl)-8-dimethylcarbamyl-4,6-dithiaoctanoate), [Br-].ClC1=CC=C2C=CC(=NC2=C1)C1=C(C=CC=C1)[P+](C1=CC=CC=C1)(C1=CC=CC=C1)C (7-chloroquinolin-2-yl-methyltriphenylphosphonium bromide), [Li]CCCC (n-BuLi), CCCCCC (hexane), C(C)(=O)[O-].[NH4+] (ammonium acetate). Run in C1CCOC1 (THF), C1CCOC1 (THF). Run at temperature -78 celsius, time 0.5 hour. Yields the product ClC1=CC=C2C=CC(=NC2=C1)C=CC=1C=C(C=CC1)C(SCCC(=O)OC)SCCC(N(C)C)=O ((-)-methyl 5-(3-(2-(7-chloroquinolin-2-yl)ethenyl)phenyl)-8-dimethylcarbamyl-4,6-dithiaoctanoate). Reaction SMILES: [Br-].[Cl:2][C:3]1[CH:12]=[C:11]2[C:6]([CH:7]=[CH:8][C:9]([C:13]3C=CC=CC=3[P+](C)(C3C=CC=CC=3)C3C=CC=CC=3)=[N:10]2)=[CH:5][CH:4]=1.[Li]CCCC.CCCCCC.[CH:44]([C:46]1[CH:47]=[C:48]([CH:52]([S:60][CH2:61][CH2:62][C:63](=[O:67])[N:64]([CH3:66])[CH3:65])[S:53][CH2:54][CH2:55][C:56]([O:58][CH3:59])=[O:57])[CH:49]=[CH:50][CH:51]=1)=O.C([O-])(=O)C.[NH4+]>C1COCC1>[Cl:2][C:3]1[CH:12]=[C:11]2[C:6]([CH:7]=[CH:8][C:9]([CH:13]=[CH:44][C:46]3[CH:47]=[C:48]([CH:52]([S:60][CH2:61][CH2:62][C:63](=[O:67])[N:64]([CH3:66])[CH3:65])[S:53][CH2:54][CH2:55][C:56]([O:58][CH3:59])=[O:57])[CH:49]=[CH:50][CH:51]=3)=[N:10]2)=[CH:5][CH:4]=1 |f:0.1,5.6|. Reported procedure: To a suspension of 7-chloroquinolin-2-yl-methyltriphenylphosphonium bromide (809 mg, 1.56 mmol.) (Example 4, Step 2) in THF (15 mL) at -78° C., was added a solution of n-BuLi (1.6M) in hexane (0.89 mL, 1.43 mmol.). The mixture was stirred for 0.5 hrs at -78° C. Then, (-)-methyl 5-(3-formylphenyl)-8-dimethylcarbamyl-4,6-dithiaoctanoate (step 7) (480 mg, 1.3 mmol.) in THF (4 mL) was slowly added. The mixture was stirred for 0.5 hr at -78° C. and then warmed up to room temperature and stirred for a... The reactants are [Br-], OB(O)c1ccc(Cl)c(C(F)(F)F)c1, O=C1NCCc2c(-c3ccccc3)[nH]c3cccc1c23. Yields the product O=C1NCCc2c(-c3ccc(Cl)c(C(F)(F)F)c3)[nH]c3cccc1c23. Reaction SMILES: [Br-:21].[Cl:22][c:23]1[c:24]([C:32]([F:33])([F:34])[F:35])[cH:25][c:26]([B:29]([OH:30])[OH:31])[cH:27][cH:28]1.[c:1]1(-[c:7]2[nH:8][c:9]3[cH:10][cH:11][cH:12][c:13]4[c:14]3[c:15]2[CH2:16][CH2:17][NH:18][C:19]4=[O:20])[cH:2][cH:3][cH:4][cH:5][cH:6]1>>[c:7]1(-[c:26]2[cH:25][c:24]([C:32]([F:33])([F:34])[F:35])[c:23]([Cl:22])[cH:28][cH:27]2)[nH:8][c:9]2[cH:10][cH:11][cH:12][c:13]3[c:14]2[c:15]1[CH2:16][CH2:17][NH:18][C:19]3=[O:20]. The reactants are COC1=CC=C2CCC(C2=C1)(O)C1=CC=CC=C1 (6-methoxy-1-phenyl-indan-1-ol), O.C1(=CC=C(C=C1)S(=O)(=O)O)C (p-toluenesulfonic acid monohydrate). The solvent is C1(=CC=CC=C1)C (toluene). Yields the product C1(=CC=CC=C1)C1C=CC2=CC=C(C=C12)OC (1-phenyl-6-methoxy-indene). Yield: 59.1%. RXN SMILES: [CH3:1][O:2][C:3]1[CH:11]=[C:10]2[C:6]([CH2:7][CH2:8][C:9]2([C:13]2[CH:18]=[CH:17][CH:16]=[CH:15][CH:14]=2)O)=[CH:5][CH:4]=1.O.C1(C)C=CC(S(O)(=O)=O)=CC=1>C1(C)C=CC=CC=1>[C:13]1([CH:9]2[C:10]3[C:6](=[CH:5][CH:4]=[C:3]([O:2][CH3:1])[CH:11]=3)[CH:7]=[CH:8]2)[CH:18]=[CH:17][CH:16]=[CH:15][CH:14]=1 |f:1.2|. Reported procedure: To 1.5 L of toluene was added 32 g (0.133 mol) of 6-methoxy-1-phenyl-indan-1-ol and 100 mg of p-toluenesulfonic acid monohydrate and the mixture was placed on a Rotovap and the solvent was distilled in vacuo (40 mm) until a brown oil residue was obtained. The brown oil was chromatographed (silica, 1:1 hexane/methylene chloride) to afford 17.47 g (60.2%) of 1-phenyl-6-methoxy-indene as a pale yellow oil.